Dataset: the Open Reaction Database (ORD), a public repository of structured organic reaction records. Task: describe an organic reaction: reactants, conditions, products, and yield The reactants are C(C1=CC=CC=C1)N1CC(OCC1)C#N (4-benzyl-morpholine-2-carbonitrile), S(O)(O)(=O)=O (sulphuric acid), C(C)O (ethanol). Product: C(C)OC(=O)C1CN(CCO1)CC1=CC=CC=C1 (4-Benzyl-morpholine-2-carboxylic acid ethyl ester). Reaction SMILES: [CH2:1]([N:8]1[CH2:13][CH2:12][O:11][CH:10]([C:14]#N)[CH2:9]1)[C:2]1[CH:7]=[CH:6][CH:5]=[CH:4][CH:3]=1.S(=O)(=O)(O)[OH:17].[CH2:21]([OH:23])[CH3:22]>>[CH2:21]([O:23][C:14]([CH:10]1[O:11][CH2:12][CH2:13][N:8]([CH2:1][C:2]2[CH:7]=[CH:6][CH:5]=[CH:4][CH:3]=2)[CH2:9]1)=[O:17])[CH3:22]. Reported procedure: A stirred solution of 4-benzyl-morpholine-2-carbonitrile (113.0 g, 0.56 mol) in ethanol (1030 mL) is treated with concentrated sulphuric acid (165 mL) added in portions. (exothermic, internal temperature rises from ambient to 65° C.). The mixture is then warmed under reflux for 66 hrs. The solution is cooled and then concentrated in vacuo to half volume, basified with aqueous potassium carbonate (beware frothing) and the product extracted into diethyl ether. The organic phase is dried over magne... Starting materials: C(C)#N (Acetonitrile), C([O-])([O-])=O.[Na+].[Na+] (sodium carbonate), NC1=NC=C(C(=C1)NC1CCN(CC1)C(=O)OC(C)(C)C)Br (tert-butyl 4-(2-amino-5-bromopyridin-4-ylamino)piperidine-1-carboxylate), COC1=CC=C(C=C1)B(O)O (4-methoxyphenylboronic acid). Run in CO (MeOH). The reagents and catalysts are [Pd].C1(=CC=CC=C1)P(C1=CC=CC=C1)C1=CC=CC=C1.C1(=CC=CC=C1)P(C1=CC=CC=C1)C1=CC=CC=C1.C1(=CC=CC=C1)P(C1=CC=CC=C1)C1=CC=CC=C1.C1(=CC=CC=C1)P(C1=CC=CC=C1)C1=CC=CC=C1 (tetrakis(triphenylphosphine) palladium(0)). As a reaction SMILES: C(#N)C.C(=O)([O-])[O-].[Na+].[Na+].[NH2:10][C:11]1[CH:16]=[C:15]([NH:17][CH:18]2[CH2:23][CH2:22][N:21]([C:24]([O:26][C:27]([CH3:30])([CH3:29])[CH3:28])=[O:25])[CH2:20][CH2:19]2)[C:14](Br)=[CH:13][N:12]=1.[CH3:32][O:33][C:34]1[CH:39]=[CH:38][C:37](B(O)O)=[CH:36][CH:35]=1>CO.[Pd].C1(P(C2C=CC=CC=2)C2C=CC=CC=2)C=CC=CC=1.C1(P(C2C=CC=CC=2)C2C=CC=CC=2)C=CC=CC=1.C1(P(C2C=CC=CC=2)C2C=CC=CC=2)C=CC=CC=1.C1(P(C2C=CC=CC=2)C2C=CC=CC=2)C=CC=CC=1>[NH2:10][C:11]1[CH:16]=[C:15]([NH:17][CH:18]2[CH2:23][CH2:22][N:21]([C:24]([O:26][C:27]([CH3:30])([CH3:29])[CH3:28])=[O:25])[CH2:20][CH2:19]2)[C:14]([C:37]2[CH:38]=[CH:39][C:34]([O:33][CH3:32])=[CH:35][CH:36]=2)=[CH:13][N:12]=1 |f:1.2.3,7.8.9.10.11|. Product: NC1=NC=C(C(=C1)NC1CCN(CC1)C(=O)OC(C)(C)C)C1=CC=C(C=C1)OC (tert-butyl 4-(2-amino-5-(4-methoxyphenyl)pyridin-4-ylamino)piperidine-1-carboxylate). The yield is 39.7%. Conditions: temperature 150 celsius. Procedure: Acetonitrile (1212 μL) and 0.5M sodium carbonate solution (0.36 mL, 1.5 eq) were added to tert-butyl 4-(2-amino-5-bromopyridin-4-ylamino)piperidine-1-carboxylate (45 mg, 0.121 mmol), 4-methoxyphenylboronic acid (27.6 mg, 0.182 mmol), and tetrakis(triphenylphosphine) palladium(0) (7.00 mg, 6.06 μmol) in a microwave vial (0.5 mL). The capped vial was heated to 150° C. by microwave irradiation for 20 min. After cooling the solution was diluted with MeOH and purified by ion exchange on SCX-II acidic... The reactants are CCCCCCCCN, CN([SiH](C)C)[Si](C)(C)C, Cl, O=C1C=CC(=O)O1, c1ccccc1. The product is CCCCCCCCN1C(=O)C=CC1=O. Reaction SMILES: [CH2:8]([CH2:9][CH2:10][CH2:11][CH2:12][CH2:13][CH2:14][CH3:15])[NH2:16].[CH3:17][SiH:18]([CH3:19])[N:20]([CH3:21])[Si:22]([CH3:23])([CH3:24])[CH3:25].[ClH:26].[O:1]=[C:2]1[O:3][C:4](=[O:5])[CH:6]=[CH:7]1.[cH:27]1[cH:28][cH:29][cH:30][cH:31][cH:32]1>>[O:1]=[C:2]1[CH:7]=[CH:6][C:4](=[O:5])[N:16]1[CH2:8][CH2:9][CH2:10][CH2:11][CH2:12][CH2:13][CH2:14][CH3:15]. Reactants: [I-].[K+] (potassium iodide), N(=O)[O-].[Na+] (sodium nitrite), C(C)(=O)OC(C)C (isopropyl acetate), NC1=C(C=C(C=C1)Cl)C(=O)C1=C(C=CC=C1F)F ((2-amino-5-chlorophenyl)(2,6-difluorophenyl)methanone). Solvent: O (water), O (water), O (Water), C(C)(=O)O (acetic acid). Run at temperature 2.5 celsius. The product is ClC=1C=CC(=C(C1)C(=O)C1=C(C=CC=C1F)F)I ((5-chloro-2-iodophenyl)(2,6-difluorophenyl)methanone). Yield: 79.7%. As a reaction SMILES: N[C:2]1[CH:7]=[CH:6][C:5]([Cl:8])=[CH:4][C:3]=1[C:9]([C:11]1[C:16]([F:17])=[CH:15][CH:14]=[CH:13][C:12]=1[F:18])=[O:10].N([O-])=O.[Na+].C(OC(C)C)(=O)C.[I-:30].[K+]>O.C(O)(=O)C>[Cl:8][C:5]1[CH:6]=[CH:7][C:2]([I:30])=[C:3]([C:9]([C:11]2[C:16]([F:17])=[CH:15][CH:14]=[CH:13][C:12]=2[F:18])=[O:10])[CH:4]=1 |f:1.2,4.5|. Procedure details: Into a reactor at room temperature was added (2-amino-5-chlorophenyl)(2,6-difluorophenyl)methanone (1, 60.0 kg, 224 mol) and acetic acid (427 L). The mixture was stirred until all solids fully dissolved, filtered and washed with acetic acid (9.47 L). Concentrated HCl (156 L) was added over a minimum of 30 minutes at 20 to 25° C. and the resulting mixture was cooled to 0 to 5° C. A solution of sodium nitrite (18.6 kg, 269 mol) in water (88.0 L) was added while maintaining the reaction temperature... Reactants: C(C)(=O)OCC (ethyl acetate), NC=1C=C(C(=O)OC)C=CC1I (methyl 3-amino-4-iodobenzoate), CC1=C(C(=CC=C1)C)C#C (2,6-dimethylphenylacetylene), C(C)NCC (diethylamine). Reagents/catalysts: [Pd](Cl)Cl.C1(=CC=CC=C1)P(C1=CC=CC=C1)C1=CC=CC=C1.C1(=CC=CC=C1)P(C1=CC=CC=C1)C1=CC=CC=C1 (bis-(triphenylphosphine) palladium (II) chloride), [Cu]I (copper (I) iodide). Run in CN(C)C=O (DMF). The product is NC=1C=C(C(=O)OC)C=CC1C#CC1=C(C=CC=C1C)C (methyl 3-amino-4-(2,6-dimethylphenylethynyl)-benzoate). As a reaction SMILES: [NH2:1][C:2]1[CH:3]=[C:4]([CH:9]=[CH:10][C:11]=1I)[C:5]([O:7][CH3:8])=[O:6].[CH3:13][C:14]1[CH:19]=[CH:18][CH:17]=[C:16]([CH3:20])[C:15]=1[C:21]#[CH:22].C(NCC)C.C(OCC)(=O)C>CN(C=O)C.[Pd](Cl)Cl.C1(P(C2C=CC=CC=2)C2C=CC=CC=2)C=CC=CC=1.C1(P(C2C=CC=CC=2)C2C=CC=CC=2)C=CC=CC=1.[Cu]I>[NH2:1][C:2]1[CH:3]=[C:4]([CH:9]=[CH:10][C:11]=1[C:22]#[C:21][C:15]1[C:16]([CH3:20])=[CH:17][CH:18]=[CH:19][C:14]=1[CH3:13])[C:5]([O:7][CH3:8])=[O:6] |f:5.6.7|. Reported procedure: A mixture of methyl 3-amino-4-iodobenzoate (920 mg, 3.32 mmol), 2,6-dimethylphenylacetylene (540 mg, 4.15 mmol),), bis-(triphenylphosphine) palladium (II) chloride (47 mg, 67 μmol), diethylamine (486 mg, 66 mmol), and copper (I) iodide (19 mg, 100 μmol) in DMF (10 mL) was heated at 120° C. in a microwave apparatus for 10 min. The mixture was poured into ethyl acetate and extracted six times with brine. The organic phase was dried, filtered, and the solvent was removed under reduced pressure to l... Starting materials: OC[C@@H]1C([C@@H](C1)NC(OCC1=CC=CC=C1)=O)(C)C (benzyl ((1R,3S)-3-(hydroxymethyl)-2,2-dimethylcyclobutyl)carbamate), I(=O)(=O)(=O)[O-].[Na+] (sodium periodate), C(C)#N (acetonitrile). Reagents/catalysts: O.[Ru](Cl)(Cl)Cl (ruthenium(III) chloride hydrate). Solvent: C(Cl)(Cl)(Cl)Cl (carbon tetrachloride), O (water), O (water). Run at time 1 hour. Product: C(C1=CC=CC=C1)OC(=O)N[C@H]1C([C@H](C1)C(=O)O)(C)C ((1S,3R)-3-(((Benzyloxy)carbonyl)amino)-2,2-dimethylcyclobutanecarboxylic acid). Isolated yield 90.1%. Reaction SMILES: [OH:1][CH2:2][C@H:3]1[CH2:6][C@@H:5]([NH:7][C:8](=[O:17])[O:9][CH2:10][C:11]2[CH:16]=[CH:15][CH:14]=[CH:13][CH:12]=2)[C:4]1([CH3:19])[CH3:18].I([O-])(=O)(=O)=[O:21].[Na+].C(#N)C>C(Cl)(Cl)(Cl)Cl.O.O.[Ru](Cl)(Cl)Cl>[CH2:10]([O:9][C:8]([NH:7][C@@H:5]1[CH2:6][C@H:3]([C:2]([OH:21])=[O:1])[C:4]1([CH3:19])[CH3:18])=[O:17])[C:11]1[CH:12]=[CH:13][CH:14]=[CH:15][CH:16]=1 |f:1.2,6.7|. Procedure details: To a solution of benzyl ((1R,3S)-3-(hydroxymethyl)-2,2-dimethylcyclobutyl)carbamate (2.75 g, 10.4 mmol) in carbon tetrachloride (14 mL) was added sodium periodate (6.68 g, 31.2 mmol), water (21 mL) and acetonitrile (14 mL), followed by ruthenium(III) chloride hydrate (52 mg, 0.2 mmol, in 0.5 mL of water) at room temperature. The resulting biphasic mixture was stirred vigorously at room temperature for 1 h. The reaction mixture was diluted with water and extracted with DCM (2×150 mL). The combine... Starting materials: O[C@H]1[C@@H](C2=C(OC1(C)C)C=CC(=C2)C#N)N2C(C=C(C=C2)CO[Si](C)(C)C(C)(C)C)=O (trans-3-hydroxy-6-cyano-3,4-dihydro-2,2-dimethyl-4-(1,2-dihydro-2-oxo-4-t-butyldimethylsilyloxymethyl-1-pyridinyl)-2H-benzo[b]pyran), [H-].[Na+] (sodium hydride), O (water). Run in O1CCCC1 (tetrahydrofuran). The product is C(#N)C1=CC2=C(OC(C=C2N2C(C=C(C=C2)CO[Si](C)(C)C(C)(C)C)=O)(C)C)C=C1 (6-cyano-2,2-dimethyl-4-(1,2-dihydro-2-oxo-4-t-butyldimethylsilyloxymethyl-1-pyridinyl)-2H-benzo[b]pyran). The yield is 82.1%. Reaction SMILES: O[C@@H:2]1[C:7]([CH3:9])([CH3:8])[O:6][C:5]2[CH:10]=[CH:11][C:12]([C:14]#[N:15])=[CH:13][C:4]=2[C@H:3]1[N:16]1[CH:21]=[CH:20][C:19]([CH2:22][O:23][Si:24]([C:27]([CH3:30])([CH3:29])[CH3:28])([CH3:26])[CH3:25])=[CH:18][C:17]1=[O:31].[H-].[Na+].O>O1CCCC1>[C:14]([C:12]1[CH:11]=[CH:10][C:5]2[O:6][C:7]([CH3:9])([CH3:8])[CH:2]=[C:3]([N:16]3[CH:21]=[CH:20][C:19]([CH2:22][O:23][Si:24]([C:27]([CH3:28])([CH3:30])[CH3:29])([CH3:25])[CH3:26])=[CH:18][C:17]3=[O:31])[C:4]=2[CH:13]=1)#[N:15] |f:1.2|. Procedure: In 50 ml of anhydrous tetrahydrofuran, is dissolved 1.32 g of trans-3-hydroxy-6-cyano-3,4-dihydro-2,2-dimethyl-4-(1,2-dihydro-2-oxo-4-t-butyldimethylsilyloxymethyl-1-pyridinyl)-2H-benzo[b]pyran obtained is Example 1. Then, 0.12 g of 60% oily sodium hydride is added to the solution at room temperature and reacted under reflux for 4 hours. After stopping the reaction by adding water, the reaction mixture is extracted with ether. The organic layer is successively washed with water and saturated aqu... Reactants: BrC1=CC(=C(C=C1)SC)O (4-bromo-2-hydroxythioanisole), C1(CCCC1)Br (cyclopentyl bromide), C([O-])([O-])=O.[K+].[K+] (potassium carbonate). The solvent is O (water), CN(C=O)C (dimethylformamide). Conditions: temperature 60 celsius. Yields the product BrC1=CC(=C(C=C1)SC)OC1CCCC1 (4-bromo-2-cyclopentyloxy-1-(methylthio)benzene). RXN SMILES: [Br:1][C:2]1[CH:7]=[CH:6][C:5]([S:8][CH3:9])=[C:4]([OH:10])[CH:3]=1.[CH:11]1(Br)[CH2:15][CH2:14][CH2:13][CH2:12]1.C(=O)([O-])[O-].[K+].[K+]>CN(C)C=O.O>[Br:1][C:2]1[CH:7]=[CH:6][C:5]([S:8][CH3:9])=[C:4]([O:10][CH:11]2[CH2:15][CH2:14][CH2:13][CH2:12]2)[CH:3]=1 |f:2.3.4|. Procedure: A stirred solution of 4-bromo-2-hydroxythioanisole (15.9 g) and cyclopentyl bromide (16.05 g) in dry dimethylformamide (170 mL) is treated with anhydrous potassium carbonate (14.7 g) and the mixture is heated at 60° C. for 1 day. After cooling, the solution is diluted with water (250 mL) and extracted with ethyl acetate (3×100 mL). The combined extracts are dried over magnesium sulfate and concentrated. The residue is subjected to flash chromatography, eluting with a mixture of ethyl acetate and... Starting materials: C(C1=CC=CC=C1)[C@@H]([C@H](C[C@@H](C)C(NCCC(C)(C)C)=O)O)NC(C1=CC(=CC(=C1)C1=CC=CC=C1)N1C(CCC1)=O)=O (N-[(1S,2S,4R)-1-Benzyl-4-(3,3-dimethylbutylcarbamoyl)-2-hydroxypentyl]-3-(2-oxopyrrolidin-1-yl)-5-phenylbenzamide), C(C)(C)[C@@H]1N(C(OC1)=O)C=1C=C(C(=O)O)C=CC1 (3-((S)-4-isopropyl-2-oxo-oxazolidin-3-yl)benzoic acid), C12C(CC(CC1)C2)NC([C@@H](C[C@@H]([C@H](CC2=CC=CC=C2)N)O)C)=O ((2R,4S,5S)-5-Amino-4-hydroxy-2-methyl-6-phenylhexanoic acid (bicyclo[2.2.1]hept-2-yl)amide). Product: C(C1=CC=CC=C1)[C@@H]([C@H](C[C@@H](C)C(NC1C2CCC(C1)C2)=O)O)NC(C2=CC(=CC=C2)N2C(OC[C@@H]2C(C)C)=O)=O (N-[(1S,2S,4R)-1-Benzyl-4-(bicyclo[2.2.1]hept-2-ylcarbamoyl)-2-hydroxy-pentyl]-3-((S)-4-isopropyl-2-oxo-oxazolidin-3-yl)-benzamide). RXN SMILES: C([C@H](NC(=O)C1C=C(C2C=CC=CC=2)C=C(N2CCCC2=O)C=1)[C@@H](O)C[C@H](C(=O)NCCC(C)(C)C)C)C1C=CC=CC=1.[CH:44]([C@H:47]1[CH2:51][O:50][C:49](=[O:52])[N:48]1[C:53]1[CH:54]=[C:55]([CH:59]=[CH:60][CH:61]=1)[C:56]([OH:58])=O)([CH3:46])[CH3:45].[CH:62]12[CH2:68][CH:65]([CH2:66][CH2:67]1)[CH2:64][CH:63]2[NH:69][C:70](=[O:85])[C@H:71]([CH3:84])[CH2:72][C@H:73]([OH:83])[C@@H:74]([NH2:82])[CH2:75][C:76]1[CH:81]=[CH:80][CH:79]=[CH:78][CH:77]=1>>[CH2:75]([C@H:74]([NH:82][C:56](=[O:58])[C:55]1[CH:59]=[CH:60][CH:61]=[C:53]([N:48]2[C@@H:47]([CH:44]([CH3:45])[CH3:46])[CH2:51][O:50][C:49]2=[O:52])[CH:54]=1)[C@@H:73]([OH:83])[CH2:72][C@H:71]([C:70](=[O:85])[NH:69][CH:63]1[CH2:64][CH:65]2[CH2:68][CH:62]1[CH2:67][CH2:66]2)[CH3:84])[C:76]1[CH:77]=[CH:78][CH:79]=[CH:80][CH:81]=1. Reported procedure: Prepared in an analogous manner to E6 from 3-((S)-4-isopropyl-2-oxo-oxazolidin-3-yl)benzoic acid (D23) and (2R,4S,5S)-5-amino-4-hydroxy-2-methyl-6-phenylhexanoic acid (bicyclo[2.2.1]hept-2-yl)amide (D29). Reactants: CC(=O)NCC1CN(c2ccc(OCC3(O)CCN(c4cc5c(cc4F)c(=O)c(C(=O)O)cn5C4CC4)CC3)c(F)c2)C(=O)O1, CC(C)N(C(C)C)P(OCc1ccccc1)OCc1ccccc1, ClCCl, O, c1nnn[nH]1. Product: CC(=O)NCC1CN(c2ccc(OCC3(OP(=O)(OCc4ccccc4)OCc4ccccc4)CCN(c4cc5c(cc4F)c(=O)c(C(=O)O)cn5C4CC4)CC3)c(F)c2)C(=O)O1. RXN SMILES: [C:1]([CH3:2])(=[O:3])[NH:4][CH2:5][CH:6]1[CH2:7][N:8]([c:12]2[cH:13][c:14]([F:45])[c:15]([O:16][CH2:17][C:18]3([OH:42])[CH2:19][CH2:20][N:21]([c:24]4[c:25]([F:41])[cH:26][c:27]5[c:28](=[O:40])[c:29]([C:37](=[O:38])[OH:39])[cH:30][n:31]([CH:34]6[CH2:35][CH2:36]6)[c:32]5[cH:33]4)[CH2:22][CH2:23]3)[cH:43][cH:44]2)[C:9](=[O:11])[O:10]1.[CH2:51]([c:52]1[cH:53][cH:54][cH:55][cH:56][cH:57]1)[O:58][P:59]([O:60][CH2:61][c:62]1[cH:63][cH:64][cH:65][cH:66][cH:67]1)[N:68]([CH:69]([CH3:70])[CH3:71])[CH:72]([CH3:73])[CH3:74].[Cl:76][CH2:77][Cl:78].[OH2:75].[nH:46]1[cH:47][n:48][n:49][n:50]1>>[C:1]([CH3:2])(=[O:3])[NH:4][CH2:5][CH:6]1[CH2:7][N:8]([c:12]2[cH:13][c:14]([F:45])[c:15]([O:16][CH2:17][C:18]3([O:42][P:59]([O:58][CH2:51][c:52]4[cH:53][cH:54][cH:55][cH:56][cH:57]4)([O:60][CH2:61][c:62]4[cH:63][cH:64][cH:65][cH:66][cH:67]4)=[O:75])[CH2:19][CH2:20][N:21]([c:24]4[c:25]([F:41])[cH:26][c:27]5[c:28](=[O:40])[c:29]([C:37](=[O:38])[OH:39])[cH:30][n:31]([CH:34]6[CH2:35][CH2:36]6)[c:32]5[cH:33]4)[CH2:22][CH2:23]3)[cH:43][cH:44]2)[C:9](=[O:11])[O:10]1.